From a dataset of the Open Reaction Database (ORD), a public repository of structured organic reaction records. describe an organic reaction: reactants, conditions, products, and yield The reactants are [Li+].[OH-] (LiOH), C(C1=CC=CC=C1)N1C2=C(OCC1=O)N=CC(=C2)C(=O)OC (methyl 1-benzyl-2-oxo-2,3-dihydro-1H-pyrido[2,3-b][1,4]oxazine-7-carboxylate), [OH-].[Li+] (Lithium hydroxide), O (water). The solvent is CO (MeOH). Run at temperature 100 celsius. Product: C(C1=CC=CC=C1)N1C2=C(OCC1=O)N=CC(=C2)C(=O)O (1-benzyl-2-oxo-2,3-dihydro-1H-pyrido[2,3-b][1,4]oxazine-7-carboxylic acid). As a reaction SMILES: [CH2:1]([N:8]1[C:13](=[O:14])[CH2:12][O:11][C:10]2[N:15]=[CH:16][C:17]([C:19]([O:21]C)=[O:20])=[CH:18][C:9]1=2)[C:2]1[CH:7]=[CH:6][CH:5]=[CH:4][CH:3]=1.O.[OH-].[Li+]>CO>[CH2:1]([N:8]1[C:13](=[O:14])[CH2:12][O:11][C:10]2[N:15]=[CH:16][C:17]([C:19]([OH:21])=[O:20])=[CH:18][C:9]1=2)[C:2]1[CH:7]=[CH:6][CH:5]=[CH:4][CH:3]=1 |f:2.3|. Procedure: The product from Step 1 was dissolved in MeOH (1 mL) and water (0.5 mL) and placed in a 2 mL microwave vial with a magnetic stirrer bar. Lithium hydroxide (40 mg, 0.96 mmol) was added to the vial. The vial was capped and vortexed to dissolve the LiOH, and the reaction was heated for 5 minutes at 100° C. under microwave irradiation. The reaction was quenched by the addition of aqueous 1M HCl (960 μL). The volatiles were evaporated to dryness. This yielded a white/yellow solid which was used witho... Starting materials: COS(=O)(=O)OC (Dimethylsulfate), C(C)(C)C=1C=C(OC2=NC(=NC(=C2CC(=O)OC)OC)C)C=CC1 (methyl 4-(3-isopropylphenoxy)-6-methoxy-2-methyl-pyrimidin-5-yl-acetate), [H-].[Na+] (NaH), COCCOC (1,2-dimethoxyethane). Run in C(=O)CNCC=O (N,N-diformylmethylamine), CN(C)C=O (DMF). Reaction conditions: time 4 hour. Product: C(C)(C)C=1C=C(OC2=NC(=NC(=C2C(C(=O)OC)=COC)OC)C)C=CC1 (methyl α-[4-(3-isopropylphenoxy )-6-methoxy-2-methyl-pyrimidin-5-yl]-β-methoxyacrylate). Isolated yield 74.0%. RXN SMILES: [CH:1]([C:4]1[CH:5]=[C:6]([CH:22]=[CH:23][CH:24]=1)[O:7][C:8]1[C:13]([CH2:14][C:15]([O:17][CH3:18])=[O:16])=[C:12]([O:19][CH3:20])[N:11]=[C:10]([CH3:21])[N:9]=1)([CH3:3])[CH3:2].[H-].[Na+].COS(OC)(=O)=O.[CH3:34][O:35][CH2:36]COC>C(CNCC=O)=O.CN(C=O)C>[CH:1]([C:4]1[CH:5]=[C:6]([CH:22]=[CH:23][CH:24]=1)[O:7][C:8]1[C:13]([C:14](=[CH:34][O:35][CH3:36])[C:15]([O:17][CH3:18])=[O:16])=[C:12]([O:19][CH3:20])[N:11]=[C:10]([CH3:21])[N:9]=1)([CH3:3])[CH3:2] |f:1.2|. Procedure: A solution of methyl 4-(3-isopropylphenoxy)-6-methoxy-2-methyl-pyrimidin-5-yl-acetate (8.6 g, 26 mol) in 1,2-dimethoxyethane (20 ml) and N,N-diformylmethylamine (8 ml) is added at 5° C. to a suspension of NaH (1.6 g, 80% in oil, 52 mol) in DMF (30 ml). The mixture is stirred for 4 hours at room temperature. Dimethylsulfate (3.7 ml, 39 tool) is added at 0° C and stirring is continued for 3 hours. Dilution with ether, washing with brine and chromatography on silicagel (eluent hexane/ethyl acetate ... Reactants: CCOc1ccc2ccccc2c1C(=O)COC(C)=O, Cl. Yields the product CCOc1ccc2ccccc2c1C(=O)CO. Reaction SMILES: [CH2:1]([CH3:2])[O:3][c:4]1[c:5]([C:14]([CH2:15][O:16][C:17](=[O:18])[CH3:19])=[O:20])[c:6]2[cH:7][cH:8][cH:9][cH:10][c:11]2[cH:12][cH:13]1.[ClH:21]>>[CH2:1]([CH3:2])[O:3][c:4]1[c:5]([C:14]([CH2:15][OH:16])=[O:20])[c:6]2[cH:7][cH:8][cH:9][cH:10][c:11]2[cH:12][cH:13]1. Starting materials: C(=O)(O)[O-].[Na+] (NaHCO3), COC(=O)C=1C=2CCN(CC2C=CC1)CC1=CC=C(C=C1)[C@H](C)NC(=O)OC(C)(C)C (2-[4-((S)-1-tert-Butoxycarbonylamino-ethyl)-benzyl]-1,2,3,4-tetrahydro-isoquinoline-5-carboxylic acid methyl ester), Cl (HCl). Reported procedure: To 630 mg (1.48 mmol) 2-[4-((S)-1-tert-butoxycarbonylamino-ethyl)-benzyl]-1,2,3,4-tetrahydro-isoquinoline-5-carboxylic acid methyl ester (example XXXIV) in 6 mL dioxane are added 1.48 mL (5.94 mmol) HCl solution in dioxane (c=4 mol/L). After stirring over night at r.t. the reaction is neutralised by the addition of a sat. aq. NaHCO3 solution and extracted three times with EtOAc. The organic layers are combined, dried over MgSO4, filtered and the solvent is removed in vacuo. Run in O1CCOCC1 (dioxane), O1CCOCC1 (dioxane). As a reaction SMILES: [CH3:1][O:2][C:3]([C:5]1[C:6]2[CH2:7][CH2:8][N:9]([CH2:15][C:16]3[CH:21]=[CH:20][C:19]([C@@H:22]([NH:24]C(OC(C)(C)C)=O)[CH3:23])=[CH:18][CH:17]=3)[CH2:10][C:11]=2[CH:12]=[CH:13][CH:14]=1)=[O:4].Cl.C([O-])(O)=O.[Na+]>O1CCOCC1>[CH3:1][O:2][C:3]([C:5]1[C:6]2[CH2:7][CH2:8][N:9]([CH2:15][C:16]3[CH:17]=[CH:18][C:19]([C@@H:22]([NH2:24])[CH3:23])=[CH:20][CH:21]=3)[CH2:10][C:11]=2[CH:12]=[CH:13][CH:14]=1)=[O:4] |f:2.3|. Yields the product COC(=O)C=1C=2CCN(CC2C=CC1)CC1=CC=C(C=C1)[C@H](C)N (2-[4-((S)-1-Amino-ethyl)-benzyl]-1,2,3,4-tetrahydro-isoquinoline-5-carboxylic acid methyl ester). Reactants: FC1=NC(=C2NC(=NC2=N1)CC1=CC2=C(OCO2)C=C1I)N (2-Fluoro-8-(6-iodo-benzo[1,3]dioxol-5-ylmethyl)adenine), C(=O)([O-])[O-].[Cs+].[Cs+] (Cs2CO3), S(=O)(=O)(OCCCC#C)C1=CC=C(C)C=C1 (pent-4-ynyl tosylate). Run in CN(C)C=O (DMF). Yields the product FC1=NC(=C2N=C(N(C2=N1)CCCC#C)CC1=CC2=C(OCO2)C=C1I)N (2-Fluoro-8-(6-iodo-benzo[1,3]dioxol-5-ylmethyl)-9-(pent-4-ynyl)adenine). As a reaction SMILES: [F:1][C:2]1[N:10]=[C:9]2[C:5]([NH:6][C:7]([CH2:11][C:12]3[C:20]([I:21])=[CH:19][C:15]4[O:16][CH2:17][O:18][C:14]=4[CH:13]=3)=[N:8]2)=[C:4]([NH2:22])[N:3]=1.C([O-])([O-])=O.[Cs+].[Cs+].S(C1C=CC(C)=CC=1)(O[CH2:33][CH2:34][CH2:35][C:36]#[CH:37])(=O)=O>CN(C=O)C>[F:1][C:2]1[N:10]=[C:9]2[C:5]([N:6]=[C:7]([CH2:11][C:12]3[C:20]([I:21])=[CH:19][C:15]4[O:16][CH2:17][O:18][C:14]=4[CH:13]=3)[N:8]2[CH2:37][CH2:36][CH2:35][C:34]#[CH:33])=[C:4]([NH2:22])[N:3]=1 |f:1.2.3|. Reported procedure: A solution of 2-Fluoro-8-(6-iodo-benzo[1,3]dioxol-5-ylmethyl)adenine (6 mg, 0.0145 mmol), Cs2CO3 (5 mg, 0.0145 mmol) and pent-4-ynyl tosylate (4.5 mg, 0.189 mmol) in anhydrous DMF (200 L) was stirred at 60° C. for 1.5 h. Following solvent removal, product (5.9 mg, 84.9%) was collected through silica gel column purification (EtOAc:hexanes:CHCl3:i-PrOH at 10:20:20:1). 1H NMR (400 MHz, CDCl3) 7.29 (s, 1H), 6.59 (s, 1H), 5.94 (s, 2H), 5.83 (bs, 2H), 4.26 (s, 2H), 4.11 (t, J=7.4 Hz, 2H), 2.26-2.19 (m...